Dataset: the Open Reaction Database (ORD), a public repository of structured organic reaction records. Task: describe an organic reaction: reactants, conditions, products, and yield The reactants are ClC=1C=C(C=CC1Cl)C(CCCC#N)=NO (3', 4'-dichloro-4-cyanobutyrophenone oxime), Cl.ClCCN (2-chloroethylamine hydrochloride), [OH-].[K+] (potassium hydroxide), CN(C=O)C (dimethylformamide), CN(C=O)C (D.M.F). Solvent: Cl (hydrochloric acid). Yields the product Cl.NCCON=C(CCCC#N)C1=CC(=C(C=C1)Cl)Cl (3', 4'-dichloro-4-cyanobutyrophenone O-(2-aminoethyl) oxime hydrochloride). As a reaction SMILES: [Cl:1][C:2]1[CH:3]=[C:4]([C:9](=[N:15][OH:16])[CH2:10][CH2:11][CH2:12][C:13]#[N:14])[CH:5]=[CH:6][C:7]=1[Cl:8].Cl.Cl[CH2:19][CH2:20][NH2:21].[OH-].[K+].CN(C)C=O>Cl>[ClH:1].[NH2:21][CH2:20][CH2:19][O:16][N:15]=[C:9]([C:4]1[CH:5]=[CH:6][C:7]([Cl:8])=[C:2]([Cl:1])[CH:3]=1)[CH2:10][CH2:11][CH2:12][C:13]#[N:14] |f:1.2,3.4,7.8|. Reported procedure: 5.0 mmol (1.29 g) of 3', 4'-dichloro-4-cyanobutyrophenone oxime (melting point 122°-123° C), 5.2 mmol (0.60 g) of 2-chloroethylamine hydrochloride and 0.7 g of powdered potassium hydroxide were added, in this sequence and while stirring at 10° C, to 12 ml of dimethylformamide (D.M.F). After stirring for 2 days at room temperature the D.M.F. was evaporated invacuo, the residue was brought in water and 2N hydrochloric acid was then added while stirring until pH 3. The remaining oxime was removed b... Starting materials: CC(=O)O, CCO, Cl, CCOC(=O)CCCC(=O)N1CCC2(CC1)CC(c1ccc(C=NN)cc1)=NO2, [Na+], [OH-]. Yields the product NN=Cc1ccc(C2=NOC3(CCN(C(=O)CCCC(=O)O)CC3)C2)cc1. Reaction SMILES: [CH3:33][C:34](=[O:35])[OH:36].[CH3:37][CH2:38][OH:39].[ClH:1].[NH2:2][N:3]=[CH:4][c:5]1[cH:6][cH:7][c:8]([C:11]2=[N:12][O:13][C:14]3([CH2:15]2)[CH2:16][CH2:17][N:18]([C:21]([CH2:22][CH2:23][CH2:24][C:25](=[O:26])[O:27][CH2:28][CH3:29])=[O:30])[CH2:19][CH2:20]3)[cH:9][cH:10]1.[Na+:32].[OH-:31]>>[NH2:2][N:3]=[CH:4][c:5]1[cH:6][cH:7][c:8]([C:11]2=[N:12][O:13][C:14]3([CH2:15]2)[CH2:16][CH2:17][N:18]([C:21]([CH2:22][CH2:23][CH2:24][C:25](=[O:26])[OH:27])=[O:30])[CH2:19][CH2:20]3)[cH:9][cH:10]1. Procedure: Methyl 2-(4-iodophenylsulfonyl)-amino-6-morpholinohex-4-ynoate: The starting t-butyl-carbamate 31a (6.10 g, 18.7 mmol) is deprotected and coupled with pipsyl chloride (5.11 g, 16.84 mmol) as described for compound 31b to give the title compound as a pale yellow tar. The reactants are IC1=CC=C(C=C1)S(=O)(=O)C(C(=O)OC)(CC#CCN1CCOCC1)N (Methyl 2-(4-iodophenylsulfonyl)-amino-6-morpholinohex-4-ynoate), compound 31b, C(C)(C)(C)NC([O-])=O (t-butyl-carbamate), C1=CC(=CC=C1S(=O)(=O)Cl)I (pipsyl chloride). As a reaction SMILES: I[C:2]1[CH:7]=[CH:6][C:5]([S:8]([C:11]([NH2:26])([CH2:16][C:17]#[C:18][CH2:19][N:20]2[CH2:25][CH2:24][O:23][CH2:22][CH2:21]2)[C:12]([O:14]C)=[O:13])(=[O:10])=[O:9])=[CH:4][CH:3]=1.C(N[C:32](=O)[O-:33])(C)(C)C.[CH:35]1[C:40](S(Cl)(=O)=O)=[CH:39][CH:38]=[C:37](I)[CH:36]=1>>[CH3:32][O:33][C:40]1[CH:39]=[CH:38][C:37]([C:2]2[CH:7]=[CH:6][C:5]([S:8]([C:11]([NH2:26])([CH2:16][C:17]#[C:18][CH2:19][N:20]3[CH2:25][CH2:24][O:23][CH2:22][CH2:21]3)[C:12]([OH:14])=[O:13])(=[O:10])=[O:9])=[CH:4][CH:3]=2)=[CH:36][CH:35]=1. The product is COC1=CC=C(C=C1)C1=CC=C(C=C1)S(=O)(=O)C(C(=O)O)(CC#CCN1CCOCC1)N (2-{[4′-Methoxy-(1,1′-biphenyl)-4-yl]-sulfonyl}-amino-6-morpholinohex-4-ynoic acid). Reactants: N(=NC(C(=O)OC)(C)C)C(C(=O)OC)(C)C (Dimethyl 2,2'-azobis(2-methylpropionate)), CH3ONa methanol, C(C=C)N (allylamine). Run in CO (methanol). Product: N(=NC(C(=O)NCC=C)(C)C)C(C(=O)NCC=C)(C)C (2,2'-azobis[N-(2-propenyl)-2-methyl propionamide]). Reaction SMILES: [N:1]([C:10]([CH3:16])([CH3:15])[C:11]([O:13]C)=O)=[N:2][C:3]([CH3:9])([CH3:8])[C:4]([O:6]C)=O.[CH2:17]([NH2:20])[CH:18]=[CH2:19]>CO>[N:2]([C:3]([CH3:8])([CH3:9])[C:4]([NH:20][CH2:17][CH:18]=[CH2:19])=[O:6])=[N:1][C:10]([CH3:16])([CH3:15])[C:11]([NH:20][CH2:17][CH:18]=[CH2:19])=[O:13]. Reported procedure: Dimethyl 2,2'-azobis(2-methylpropionate) in an amount of 41.9 g, 48 ml of methanol, and 43 g of a 28% CH3ONa methanol solution were mixed and stirred for dissolution, followed by dropwise addition of 25 g of allylamine to react at 19° to 21° C. for 20 hours.